This data is from the Open Reaction Database (ORD), a public repository of structured organic reaction records. The task is: describe an organic reaction: reactants, conditions, products, and yield Reactants: C(C)(C)(C)O (tert.-butanol), CC(C)([O-])C.[K+] (potassium tert.-butoxide), FC(C1=CC=C(CO)C=C1)(F)F (4-trifluoromethylbenzyl alcohol), ClC=1C=C([N+](=CC1)[O-])C (4-chloro-2-picoline-N-oxide). Run in O (Water). Reaction conditions: temperature 25 celsius, time 30 minute. The product is FC(C1=CC=C(COC=2C=C([N+](=CC2)[O-])C)C=C1)(F)F (4-(4-Trifluoromethylbenzyloxy)-2-picoline-N-oxide). Reaction SMILES: CC(C)([O-])C.[K+].[F:7][C:8]([F:18])([F:17])[C:9]1[CH:16]=[CH:15][C:12]([CH2:13][OH:14])=[CH:11][CH:10]=1.Cl[C:20]1[CH:21]=[C:22]([CH3:27])[N+:23]([O-:26])=[CH:24][CH:25]=1.C(O)(C)(C)C>O>[F:7][C:8]([F:17])([F:18])[C:9]1[CH:16]=[CH:15][C:12]([CH2:13][O:14][C:20]2[CH:21]=[C:22]([CH3:27])[N+:23]([O-:26])=[CH:24][CH:25]=2)=[CH:11][CH:10]=1 |f:0.1|. Reported procedure: 11.2 g (100 mmol) of potassium tert.-butoxide are added under an N2 atmosphere at 25° C. to 25 ml (183 mmol) of 4-trifluoromethylbenzyl alcohol. 7.2 g (50 mmol) of 4-chloro-2-picoline-N-oxide are subsequently added dropwise, then 10 ml of tert.-butanol are added, and the mixture is stirred for 1 hour at 25° C. and for 30 minutes at 75°-80° C. Water is then added and the mixture is extracted three times using dichloromethane, the extracts are dried and concentrated, and the residue is chromatogra...